This data is from the Open Reaction Database (ORD), a public repository of structured organic reaction records. The task is: describe an organic reaction: reactants, conditions, products, and yield Starting materials: CCO, [H][H], O=[N+]([O-])c1cccc(Cn2ccnc2)c1. Yields the product Nc1cccc(Cn2ccnc2)c1. Reaction SMILES: [CH3:18][CH2:19][OH:20].[H:16][H:17].[N+:1]([O-:2])(=[O:3])[c:4]1[cH:5][c:6]([CH2:7][n:8]2[cH:9][n:10][cH:11][cH:12]2)[cH:13][cH:14][cH:15]1>>[NH2:1][c:4]1[cH:5][c:6]([CH2:7][n:8]2[cH:9][n:10][cH:11][cH:12]2)[cH:13][cH:14][cH:15]1. The reactants are C, CCC(C)(C)c1ccc(C=C(C)CO)cc1, [H][H], [Pd]. Product: CCC(C)(C)c1ccc(CC(C)CO)cc1. Reaction SMILES: [C:19].[C:1]([CH3:2])([CH3:3])([CH2:4][CH3:5])[c:6]1[cH:7][cH:8][c:9]([CH:12]=[C:13]([CH2:14][OH:15])[CH3:16])[cH:10][cH:11]1.[H:17][H:18].[Pd:20]>>[C:1]([CH3:2])([CH3:3])([CH2:4][CH3:5])[c:6]1[cH:7][cH:8][c:9]([CH2:12][CH:13]([CH2:14][OH:15])[CH3:16])[cH:10][cH:11]1. The reactants are ClC1=CC=C(C=C1)S(=O)(=O)NC(C(=O)NCCCCCCC(=O)OC)COS(=O)(=O)C ((RS)-2-(4-chlorobenzenesulfonylamino)-3-methanesulfonyloxy-N-(6-methoxycarbonylhexyl)propanamide), N1C=NC=C1 (imidazole). Product: ClC1=CC=C(C=C1)S(=O)(=O)NC(C(=O)NCCCCCCC(=O)OC)CN1C=NC=C1 ((RS)-2-(4-chlorobenzenesulfonylamino)-3-(1H-imidazol-1-yl)-N-(6-methoxycarbonylhexyl)propanamide). Reaction SMILES: [Cl:1][C:2]1[CH:7]=[CH:6][C:5]([S:8]([NH:11][CH:12]([CH2:26]OS(C)(=O)=O)[C:13]([NH:15][CH2:16][CH2:17][CH2:18][CH2:19][CH2:20][CH2:21][C:22]([O:24][CH3:25])=[O:23])=[O:14])(=[O:10])=[O:9])=[CH:4][CH:3]=1.[NH:32]1[CH:36]=[CH:35][N:34]=[CH:33]1>>[Cl:1][C:2]1[CH:3]=[CH:4][C:5]([S:8]([NH:11][CH:12]([CH2:26][N:32]2[CH:36]=[CH:35][N:34]=[CH:33]2)[C:13]([NH:15][CH2:16][CH2:17][CH2:18][CH2:19][CH2:20][CH2:21][C:22]([O:24][CH3:25])=[O:23])=[O:14])(=[O:9])=[O:10])=[CH:6][CH:7]=1. Procedure details: The procedure described in Example 79 was repeated, except that (RS)-2-(4-chlorobenzenesulfonylamino)-3-methanesulfonyloxy-N-(6-methoxycarbonylhexyl)propanamide (144.6 mg) was reacted with imidazole to obtain the desired (RS)-2-(4-chlorobenzenesulfonylamino)-3-(1H-imidazol-1-yl)-N-(6-methoxycarbonylhexyl)propanamide (50.6 mg) together with a less polar by-product. The by-product was not investigated further. Reactants: [BH4-].[Na+] (sodium borohydride), C1(CCC(N1)=O)=O (succinimide), C(C)O (ethanol), [OH-].[K+] (potassium hydroxide). Reagents/catalysts: Cl (hydrogen chloride). Reaction conditions: temperature 0 celsius, time 1 hour. Yields the product C(C)OC1CCC(=O)N1 (γ-ethoxy-γ-butyrolactam). Isolated yield 55.0%. Reaction SMILES: [C:1]1(=[O:7])[NH:5][C:4](=[O:6])[CH2:3][CH2:2]1.[BH4-].[Na+].[OH-].[K+].[CH2:12](O)[CH3:13]>Cl>[CH2:12]([O:6][CH:4]1[NH:5][C:1](=[O:7])[CH2:2][CH2:3]1)[CH3:13] |f:1.2,3.4|. Procedure: At 0° C., 9.91 g of succinimide were initially charged in 415 ml of ethanol and admixed, a little at a time, with a total of 5.53 g of sodium borohydride. At this temperature, every 15 minutes 2 to 3 drops of 2N ethanolic hydrogen chloride were added dropwise over a period of 4½ hours. The mixture was subsequently acidified to pH 3 using more acid. The mixture was stirred at 0° C. for one hour and then neutralized with 1% strength ethanolic potassium hydroxide solution, stirred for a further 15 ... The reactants are CC#N, ClCc1cccc(-c2ncc(OCCN3CCOCC3)cn2)c1, Cl, [Na+], O, O=C([O-])O, c1ccc2[nH]nnc2c1. Yields the product c1cc(Cn2nnc3ccccc32)cc(-c2ncc(OCCN3CCOCC3)cn2)c1. RXN SMILES: [CH3:40][C:41]#[N:42].[Cl:11][CH2:12][c:13]1[cH:14][c:15](-[c:19]2[n:20][cH:21][c:22]([O:25][CH2:26][CH2:27][N:28]3[CH2:29][CH2:30][O:31][CH2:32][CH2:33]3)[cH:23][n:24]2)[cH:16][cH:17][cH:18]1.[ClH:10].[Na+:34].[OH2:39].[OH:35][C:36](=[O:37])[O-:38].[nH:1]1[n:2][n:3][c:4]2[c:5]1[cH:6][cH:7][cH:8][cH:9]2>>[n:1]1([CH2:12][c:13]2[cH:14][c:15](-[c:19]3[n:20][cH:21][c:22]([O:25][CH2:26][CH2:27][N:28]4[CH2:29][CH2:30][O:31][CH2:32][CH2:33]4)[cH:23][n:24]3)[cH:16][cH:17][cH:18]2)[n:2][n:3][c:4]2[c:5]1[cH:6][cH:7][cH:8][cH:9]2. Starting materials: CCOC(=O)NN, CC(=O)O, CCO, Cn1cc(C=O)c(-c2ccc([N+](=O)[O-])o2)n1, O. Product: CCOC(=O)NN=Cc1cn(C)nc1-c1ccc([N+](=O)[O-])o1. Reaction SMILES: [C:1]([NH:2][NH2:3])(=[O:4])[O:5][CH2:6][CH3:7].[CH3:24][C:25](=[O:26])[OH:27].[CH3:29][CH2:30][OH:31].[CH3:8][n:9]1[n:10][c:11](-[c:16]2[o:17][c:18]([N+:21](=[O:22])[O-:23])[cH:19][cH:20]2)[c:12]([CH:14]=[O:15])[cH:13]1.[OH2:28]>>[C:1]([NH:2][N:3]=[CH:14][c:12]1[c:11](-[c:16]2[o:17][c:18]([N+:21](=[O:22])[O-:23])[cH:19][cH:20]2)[n:10][n:9]([CH3:8])[cH:13]1)(=[O:4])[O:5][CH2:6][CH3:7].